From a dataset of the Open Reaction Database (ORD), a public repository of structured organic reaction records. describe an organic reaction: reactants, conditions, products, and yield The reactants are OC=1C=C(C=O)C=CC1OC (3-hydroxy-4-methoxybenzaldehyde), [OH-].[K+] (potassium hydroxide), [I-].[K+] (potassium iodide), C1(CCCC1)Br (cyclopentyl bromide). Run in C(C)O (ethanol). Product: C1(CCCC1)OC=1C=C(C=O)C=CC1OC (3-Cyclopentoxy-4-methoxybenzaldehyde). As a reaction SMILES: [OH:1][C:2]1[CH:3]=[C:4]([CH:7]=[CH:8][C:9]=1[O:10][CH3:11])[CH:5]=[O:6].[OH-].[K+].[I-].[K+].[CH:16]1(Br)[CH2:20][CH2:19][CH2:18][CH2:17]1>C(O)C>[CH:16]1([O:1][C:2]2[CH:3]=[C:4]([CH:7]=[CH:8][C:9]=2[O:10][CH3:11])[CH:5]=[O:6])[CH2:20][CH2:19][CH2:18][CH2:17]1 |f:1.2,3.4|. Procedure: To a solution of 54.9 g (0.36 mol) of 3-hydroxy-4-methoxybenzaldehyde in 400 mL of absolute ethanol was added 40.4 g (0.72 mol) of potassium hydroxide, 1.0 g (0.01 mol) of potassium iodide, and 77.0 mL (0.72 mol) of cyclopentyl bromide. The mixture was warmed to reflux for 48 hours at the end of which time the completed reaction was cooled to room temperature and concentrated to a syrup. The resulting residue was dissolved in 500 ml of ethyl acetate, washed with one, 100-mL portion of water, wit...